This data is from the Open Reaction Database (ORD), a public repository of structured organic reaction records. The task is: describe an organic reaction: reactants, conditions, products, and yield The reactants are CCOC(=O)CCCOc1ccc2[nH]c(=O)cnc2c1, CCO, Cl. The product is O=C(O)CCCOc1ccc2[nH]c(=O)cnc2c1. As a reaction SMILES: [CH2:1]([CH3:2])[O:3][C:4](=[O:5])[CH2:6][CH2:7][CH2:8][O:9][c:10]1[cH:11][c:12]2[n:13][cH:14][c:15](=[O:20])[nH:16][c:17]2[cH:18][cH:19]1.[CH3:22][CH2:23][OH:24].[ClH:21]>>[O:3]=[C:4]([OH:5])[CH2:6][CH2:7][CH2:8][O:9][c:10]1[cH:11][c:12]2[n:13][cH:14][c:15](=[O:20])[nH:16][c:17]2[cH:18][cH:19]1. Reactants: Cl.COC([C@@H](N)CC1=CC=C(C=C1)NC(C1=C(C=CC=C1Cl)Cl)=O)=O (4-[(2,6-Dichlorobenzoyl)amino]-L-phenylalanine methyl ester hydrochloride salt), BrBr (bromine). Solvent: C(C)(=O)O (acetic acid), C(C)(=O)O (acetic acid), [Fe] (iron). Reaction conditions: time 3 hour. The product is Cl.COC([C@@H](N)CC1=CC(=C(C=C1)NC(C1=C(C=CC=C1Cl)Cl)=O)Br)=O (3-Bromo-4-[(2,6-dichlorobenzoyl)amino]-L-phenylalanine methyl ester hydrochloride salt). Reaction SMILES: Cl.[CH3:2][O:3][C:4](=[O:25])[C@H:5]([CH2:7][C:8]1[CH:13]=[CH:12][C:11]([NH:14][C:15](=[O:24])[C:16]2[C:21]([Cl:22])=[CH:20][CH:19]=[CH:18][C:17]=2[Cl:23])=[CH:10][CH:9]=1)[NH2:6].[Br:26]Br>C(O)(=O)C.[Fe]>[ClH:22].[CH3:2][O:3][C:4](=[O:25])[C@H:5]([CH2:7][C:8]1[CH:9]=[CH:10][C:11]([NH:14][C:15](=[O:24])[C:16]2[C:17]([Cl:23])=[CH:18][CH:19]=[CH:20][C:21]=2[Cl:22])=[C:12]([Br:26])[CH:13]=1)[NH2:6] |f:0.1,5.6|. Procedure details: To a solution of 4-[(2,6-Dichlorobenzoyl)amino]-L-phenylalanine methyl ester hydrochloride salt, 37-B-1, (205.7 mg) in acetic acid(5 mL) was added an excess of bromine(5.55 g) in acetic acid(5 mL) and iron powder(416.2 mg). The reaction was stirred at ambient temperature for 3 hours. The reaction concentrated in vacuo and the remaining acetic acid removed as an azeotrope with toluene. The crude material was diluted with water, made basic with saturated sodium bicarbonate and extracted with AcOEt...